This data is from the Open Reaction Database (ORD), a public repository of structured organic reaction records. The task is: describe an organic reaction: reactants, conditions, products, and yield Reactants: [K+], [K+], Nc1c(Nc2cccnc2)c(=O)c1=O, O=C([O-])[O-], CC(C)(C)C(NC(=O)c1cccc2c1-c1ccccc1C2=O)n1nnc2ccccc21. The product is CC(C)(C)C(NC(=O)c1cccc2c1-c1ccccc1C2=O)Nc1c(Nc2cccnc2)c(=O)c1=O. Reaction SMILES: [K+:46].[K+:47].[NH2:1][c:2]1[c:3](=[O:14])[c:4](=[O:13])[c:5]1[NH:6][c:7]1[cH:8][n:9][cH:10][cH:11][cH:12]1.[O-:48][C:49]([O-:50])=[O:51].[n:15]1([CH:24]([C:25]([CH3:26])([CH3:27])[CH3:28])[NH:29][C:30](=[O:31])[c:32]2[cH:33][cH:34][cH:35][c:36]3[c:44]2-[c:43]2[c:38]([cH:39][cH:40][cH:41][cH:42]2)[C:37]3=[O:45])[c:16]2[cH:17][cH:18][cH:19][cH:20][c:21]2[n:22][n:23]1>>[NH:1]([c:2]1[c:3](=[O:14])[c:4](=[O:13])[c:5]1[NH:6][c:7]1[cH:8][n:9][cH:10][cH:11][cH:12]1)[CH:24]([C:25]([CH3:26])([CH3:27])[CH3:28])[NH:29][C:30](=[O:31])[c:32]1[cH:33][cH:34][cH:35][c:36]2[c:44]1-[c:43]1[c:38]([cH:39][cH:40][cH:41][cH:42]1)[C:37]2=[O:45]. Reactants: [Br-], CO, CON, CC(C)=O, Cl, O=C(CBr)c1ccc(F)cc1, [Li+]. Product: CON=C(CBr)c1ccc(F)cc1. Reaction SMILES: [Br-:19].[CH3:12][OH:13].[CH3:15][O:16][NH2:17].[CH3:20][C:21](=[O:22])[CH3:23].[ClH:14].[F:1][c:2]1[cH:3][cH:4][c:5]([C:6]([CH2:7][Br:8])=[O:9])[cH:10][cH:11]1.[Li+:18]>>[F:1][c:2]1[cH:3][cH:4][c:5]([C:6]([CH2:7][Br:8])=[N:17][O:16][CH3:15])[cH:10][cH:11]1. The reactants are C1COCCO1, CCO, COc1ccc(Nc2ncccc2[N+](=O)[O-])cc1OC1CCCC1. The product is COc1ccc(Nc2ncccc2N)cc1OC1CCCC1. As a reaction SMILES: [CH2:28]1[O:29][CH2:30][CH2:31][O:32][CH2:33]1.[CH3:25][CH2:26][OH:27].[CH:1]1([O:6][c:7]2[cH:8][c:9]([NH:15][c:16]3[n:17][cH:18][cH:19][cH:20][c:21]3[N+:22]([O-:23])=[O:24])[cH:10][cH:11][c:12]2[O:13][CH3:14])[CH2:2][CH2:3][CH2:4][CH2:5]1>>[CH:1]1([O:6][c:7]2[cH:8][c:9]([NH:15][c:16]3[n:17][cH:18][cH:19][cH:20][c:21]3[NH2:22])[cH:10][cH:11][c:12]2[O:13][CH3:14])[CH2:2][CH2:3][CH2:4][CH2:5]1. Starting materials: C(C1=CC=CC=C1)N1C(NC=2C(=NC(=CC21)C)N(CC2=CC=CC=C2)CC2=CC=CC=C2)=O (1-Benzyl-4-dibenzylamino-6-methyl-1,3-dihydro-imidazo[4,5-c]pyridin-2-one). The reagents and catalysts are [OH-].[OH-].[Pd+2] (Pd(OH)2). The solvent is C(C)O (ethanol). Conditions: time 6 hour. Yields the product NC1=NC(=CC2=C1NC(N2CC2=CC=CC=C2)=O)C (4-Amino-1-benzyl-6-methyl-1,3-dihydro-imidazo[4,5-c]pyridin-2-one). RXN SMILES: [CH2:1]([N:8]1[C:16]2[CH:15]=[C:14]([CH3:17])[N:13]=[C:12]([N:18](CC3C=CC=CC=3)CC3C=CC=CC=3)[C:11]=2[NH:10][C:9]1=[O:33])[C:2]1[CH:7]=[CH:6][CH:5]=[CH:4][CH:3]=1>C(O)C.[OH-].[OH-].[Pd+2]>[NH2:18][C:12]1[C:11]2[NH:10][C:9](=[O:33])[N:8]([CH2:1][C:2]3[CH:7]=[CH:6][CH:5]=[CH:4][CH:3]=3)[C:16]=2[CH:15]=[C:14]([CH3:17])[N:13]=1 |f:2.3.4|. Procedure details: 1-Benzyl-4-dibenzylamino-6-methyl-1,3-dihydro-imidazo[4,5-c]pyridin-2-one (34 mg, 0.08 mmol) was suspended in ethanol (5 mL) and hydrogenated over 10% Pd(OH)2 (7 mg) at room temperature, 60 psi for 6 hours. The reaction mixture was filtered through a short plug of Arbocel and the filtrate was then evaporated in vacuo to an opaque gum. The gum was dissolved in methanol and preabsorbed onto silica gel and was then purified by column chromatography, eluting with 5% methanol in EtOAc. Appropriate fr... Starting materials: C(C1=CC=CC=C1)OC(=O)N1[C@H](C(=O)O)CC(C1)F (1-[(benzyl oxy)carbonyl]-4-fluoro-L-proline), aqueous solution, C(C)N (ethyl amine). Yields the product C(C)NC(=O)[C@H]1N(CC(C1)F)C(=O)OCC1=CC=CC=C1 (benzyl(2S)-2-[(ethyl amino)carbonyl]-4-fluoropyrrolidine-1-carboxylate). As a reaction SMILES: [CH2:1]([O:8][C:9]([N:11]1[CH2:18][CH:17]([F:19])[CH2:16][C@H:12]1[C:13]([OH:15])=O)=[O:10])[C:2]1[CH:7]=[CH:6][CH:5]=[CH:4][CH:3]=1.[CH2:20]([NH2:22])[CH3:21]>>[CH2:20]([NH:22][C:13]([C@@H:12]1[CH2:16][CH:17]([F:19])[CH2:18][N:11]1[C:9]([O:8][CH2:1][C:2]1[CH:3]=[CH:4][CH:5]=[CH:6][CH:7]=1)=[O:10])=[O:15])[CH3:21]. Procedure: With 3.02 g of the compound obtained in Step 11-2 and 1.16 g of an aqueous solution of 70% ethyl amine as starting material, 1.92 g of the title compound (colorless solid) was obtained by a similar method to Step 10-1. The reactants are FC1=C(C=C(C=C1)S(=O)(=O)N)C(F)(F)F (4-fluoro-3-(trifluoromethyl)-benzenesulfonamide), CN(CC[C@H](CSC1=CC=CC=C1)N)C ((R)—N1,N1-dimethyl-4-phenylsulfanyl-butane-1,3-diamine), Intermediate 4. Product: CN(CC[C@H](CSC1=CC=CC=C1)NC1=C(C=C(C=C1)S(=O)(=O)N)C(F)(F)F)C ((R)-4-(4-(dimethylamino)-1-(phenylthio)butan-2-ylamino)-3-(trifluoromethyl)benzenesulfonamide). As a reaction SMILES: F[C:2]1[CH:7]=[CH:6][C:5]([S:8]([NH2:11])(=[O:10])=[O:9])=[CH:4][C:3]=1[C:12]([F:15])([F:14])[F:13].[CH3:16][N:17]([CH3:30])[CH2:18][CH2:19][C@@H:20]([NH2:29])[CH2:21][S:22][C:23]1[CH:28]=[CH:27][CH:26]=[CH:25][CH:24]=1>>[CH3:30][N:17]([CH3:16])[CH2:18][CH2:19][C@@H:20]([NH:29][C:2]1[CH:7]=[CH:6][C:5]([S:8]([NH2:11])(=[O:10])=[O:9])=[CH:4][C:3]=1[C:12]([F:15])([F:14])[F:13])[CH2:21][S:22][C:23]1[CH:24]=[CH:25][CH:26]=[CH:27][CH:28]=1. Procedure: The title compound was prepared from 4-fluoro-3-(trifluoromethyl)-benzenesulfonamide and (R)—N1,N1-dimethyl-4-phenylsulfanyl-butane-1,3-diamine using the procedure described for Intermediate 4.